This data is from the Open Reaction Database (ORD), a public repository of structured organic reaction records. The task is: describe an organic reaction: reactants, conditions, products, and yield Reactants: Clc1ccc2c(Br)cccc2n1, C[O-], CO, [Na+], O. RXN SMILES: [Br:1][c:2]1[c:3]2[cH:4][cH:5][c:6]([Cl:12])[n:7][c:8]2[cH:9][cH:10][cH:11]1.[CH3:13][O-:14].[CH3:16][OH:17].[Na+:15].[OH2:18]>>[Br:1][c:2]1[c:3]2[cH:4][cH:5][c:6]([O:14][CH3:13])[n:7][c:8]2[cH:9][cH:10][cH:11]1. Yields the product COc1ccc2c(Br)cccc2n1. The reactants are O=C(O)c1ccc(-c2cnc3c(c2)N(Cc2cc(F)ccc2F)CCN3)cc1, C1CNC(CN2CCCC2)C1. The product is O=C(c1ccc(-c2cnc3c(c2)N(Cc2cc(F)ccc2F)CCN3)cc1)N1CCCC1CN1CCCC1. As a reaction SMILES: [F:1][c:2]1[c:3]([CH2:4][N:5]2[c:6]3[c:7]([n:11][cH:12][c:13](-[c:15]4[cH:16][cH:17][c:18]([C:19](=[O:20])[OH:21])[cH:22][cH:23]4)[cH:14]3)[NH:8][CH2:9][CH2:10]2)[cH:24][c:25]([F:28])[cH:26][cH:27]1.[NH:29]1[CH:30]([CH2:34][N:35]2[CH2:36][CH2:37][CH2:38][CH2:39]2)[CH2:31][CH2:32][CH2:33]1>>[F:1][c:2]1[c:3]([CH2:4][N:5]2[c:6]3[c:7]([n:11][cH:12][c:13](-[c:15]4[cH:16][cH:17][c:18]([C:19](=[O:20])[N:29]5[CH:30]([CH2:34][N:35]6[CH2:36][CH2:37][CH2:38][CH2:39]6)[CH2:31][CH2:32][CH2:33]5)[cH:22][cH:23]4)[cH:14]3)[NH:8][CH2:9][CH2:10]2)[cH:24][c:25]([F:28])[cH:26][cH:27]1. The reactants are CCCCCCCCCCCCCCCCCCOc1cc(O)cc(N(CC(=O)OC)CC(=O)OC)c1, CC(C)=O, ClCc1ccc2ccccc2n1, Cl, [I-], [Na+], CN(C)C=O. Product: CCCCCCCCCCCCCCCCCCOc1cc(OCc2ccc3ccccc3n2)cc(N(CC(=O)OC)CC(=O)OC)c1. RXN SMILES: [CH3:1][O:2][C:3]([CH2:4][N:5]([CH2:6][C:7](=[O:8])[O:9][CH3:10])[c:11]1[cH:12][c:13]([OH:36])[cH:14][c:15]([O:17][CH2:18][CH2:19][CH2:20][CH2:21][CH2:22][CH2:23][CH2:24][CH2:25][CH2:26][CH2:27][CH2:28][CH2:29][CH2:30][CH2:31][CH2:32][CH2:33][CH2:34][CH3:35])[cH:16]1)=[O:37].[CH3:53][C:54](=[O:55])[CH3:56].[Cl:39][CH2:40][c:41]1[n:42][c:43]2[cH:44][cH:45][cH:46][cH:47][c:48]2[cH:49][cH:50]1.[ClH:38].[I-:52].[Na+:51].[O:57]=[CH:58][N:59]([CH3:60])[CH3:61]>>[CH3:1][O:2][C:3]([CH2:4][N:5]([CH2:6][C:7](=[O:8])[O:9][CH3:10])[c:11]1[cH:12][c:13]([O:36][CH2:40][c:41]2[n:42][c:43]3[cH:44][cH:45][cH:46][cH:47][c:48]3[cH:49][cH:50]2)[cH:14][c:15]([O:17][CH2:18][CH2:19][CH2:20][CH2:21][CH2:22][CH2:23][CH2:24][CH2:25][CH2:26][CH2:27][CH2:28][CH2:29][CH2:30][CH2:31][CH2:32][CH2:33][CH2:34][CH3:35])[cH:16]1)=[O:37]. Reactants: ClC=1C=C(C=NC1OCC1(CCNCC1)F)S(=O)(=O)N (5-chloro-6-((4-fluoropiperidin-4-yl)methoxy)pyridine-3-sulfonamide), C([O-])([O-])=O.[Na+].[Na+] (sodium carbonate), Cl (hydrochloric acid), Cl (hydrochloric acid), CN(CC(=O)Cl)C (2-(dimethylamino)acetyl chloride), 2•trifluoroacetic acid, CN(CC(=O)Cl)C (2-(dimethylamino)acetyl chloride), C([O-])([O-])=O.[Na+].[Na+] (sodium carbonate). The solvent is CN(C=O)C (N,N-dimethylformamide). Run at time 8 hour. The product is ClC=1C=C(C=NC1OCC1(CCN(CC1)C(CN(C)C)=O)F)S(=O)(=O)N (5-chloro-6-((1-(2-(dimethylamino)acetyl)-4-fluoropiperidin-4-yl)methoxy)pyridine-3-sulfonamide). Reaction SMILES: [Cl:1][C:2]1[CH:3]=[C:4]([S:17]([NH2:20])(=[O:19])=[O:18])[CH:5]=[N:6][C:7]=1[O:8][CH2:9][C:10]1([F:16])[CH2:15][CH2:14][NH:13][CH2:12][CH2:11]1.[CH3:21][N:22]([CH3:27])[CH2:23][C:24](Cl)=[O:25].Cl.C(=O)([O-])[O-].[Na+].[Na+]>CN(C)C=O>[Cl:1][C:2]1[CH:3]=[C:4]([S:17]([NH2:20])(=[O:19])=[O:18])[CH:5]=[N:6][C:7]=1[O:8][CH2:9][C:10]1([F:16])[CH2:15][CH2:14][N:13]([C:24](=[O:25])[CH2:23][N:22]([CH3:27])[CH3:21])[CH2:12][CH2:11]1 |f:3.4.5|. Procedure: 5-chloro-6-((4-fluoropiperidin-4-yl)methoxy)pyridine-3-sulfonamide, 2•trifluoroacetic acid (0.131 g), 2-(dimethylamino)acetyl chloride, hydrochloric acid (0.139 g), and sodium carbonate (0.048 g) were combined in a 5-mL vial with N,N-dimethylformamide (3 mL) and stirred overnight at room temperature. Additional sodium carbonate (0.048 g) was added followed by 2-(dimethylamino)acetyl chloride, hydrochloric acid (0.139 g) and stirring was continued over a second night. The reaction mixture was con... The reactants are OCC(CO[Si](C(C)C)(C(C)C)C(C)C)C1=CN=C(S1)NC(=O)NC1=CC(=CC=C1)C(F)(F)F (1-[5-(2-hydroxy-1-triisopropylsilanyloxymethyl-ethyl)-thiazol-2-yl]-3-(3-trifluoromethyl-phenyl)-urea), ClC=1C2=C(N=CN1)C=CS2 (4-chlorothieno[3,2-d]pyrimidine), [H-].[Na+] (NaH), oil. Solvent: C1CCOC1 (THF), C1CCOC1 (THF). Reaction conditions: temperature 60 celsius, time 1 hour. Yields the product N1=CN=C(C2=C1C=CS2)OCC(CO[Si](C(C)C)(C(C)C)C(C)C)C2=CN=C(S2)NC(=O)NC2=CC(=CC=C2)C(F)(F)F (1-{5-[2-(thieno[3,2-d]pyrimidin-4-yloxy)-1-triisopropylsilanyloxymethyl-ethyl]-thiazol-2-yl}-3-(3-trifluoromethyl-phenyl)-urea). As a reaction SMILES: [H-].[Na+].[OH:3][CH2:4][CH:5]([C:18]1[S:22][C:21]([NH:23][C:24]([NH:26][C:27]2[CH:32]=[CH:31][CH:30]=[C:29]([C:33]([F:36])([F:35])[F:34])[CH:28]=2)=[O:25])=[N:20][CH:19]=1)[CH2:6][O:7][Si:8]([CH:15]([CH3:17])[CH3:16])([CH:12]([CH3:14])[CH3:13])[CH:9]([CH3:11])[CH3:10].Cl[C:38]1[C:39]2[S:46][CH:45]=[CH:44][C:40]=2[N:41]=[CH:42][N:43]=1>C1COCC1>[N:41]1[C:40]2[CH:44]=[CH:45][S:46][C:39]=2[C:38]([O:3][CH2:4][CH:5]([C:18]2[S:22][C:21]([NH:23][C:24]([NH:26][C:27]3[CH:32]=[CH:31][CH:30]=[C:29]([C:33]([F:34])([F:35])[F:36])[CH:28]=3)=[O:25])=[N:20][CH:19]=2)[CH2:6][O:7][Si:8]([CH:15]([CH3:16])[CH3:17])([CH:12]([CH3:13])[CH3:14])[CH:9]([CH3:11])[CH3:10])=[N:43][CH:42]=1 |f:0.1|. Procedure: To a suspension of NaH (0.12 mmol as a 60% oil dispersion) in THF (0.20 mL) was added a solution of compound 73.3 (0.04 mmol) in THF (1.0 mL) at room temperature. After stirring for 1 hour, 4-chlorothieno[3,2-d]pyrimidine (0.04 mmol) was added and the reaction mixture was heated at 60° C. for 1 hour. The reaction was cooled and quenched with the addition of saturated NH4Cl. The reaction mixture was extracted with EtOAc, dried and concentrated to give a residue that was purified by preparative TL... The reactants are CCOC(=O)CCn1ccc2c(C(=O)N3CC4(C)CC3CC(C)(C)C4)cccc21, CCO, Cl, [Na+], [OH-]. Product: CC1(C)CC2CC(C)(CN2C(=O)c2cccc3c2ccn3CCC(=O)O)C1. Reaction SMILES: [CH2:1]([CH3:2])[O:3][C:4]([CH2:5][CH2:6][n:7]1[cH:8][cH:9][c:10]2[c:11]([C:16](=[O:17])[N:18]3[CH:19]4[CH2:20][C:21]([CH3:27])([CH3:28])[CH2:22][C:23]([CH3:26])([CH2:24]3)[CH2:25]4)[cH:12][cH:13][cH:14][c:15]12)=[O:29].[CH3:33][CH2:34][OH:35].[ClH:32].[Na+:31].[OH-:30]>>[O:3]=[C:4]([CH2:5][CH2:6][n:7]1[cH:8][cH:9][c:10]2[c:11]([C:16](=[O:17])[N:18]3[CH:19]4[CH2:20][C:21]([CH3:27])([CH3:28])[CH2:22][C:23]([CH3:26])([CH2:24]3)[CH2:25]4)[cH:12][cH:13][cH:14][c:15]12)[OH:29]. Starting materials: CSc1nc(Cc2cccc(C)c2)[nH]c(=O)c1C#N, CC#N, NC1CCCC1. Yields the product Cc1cccc(Cc2nc(NC3CCCC3)c(C#N)c(=O)[nH]2)c1. As a reaction SMILES: [CH3:1][c:2]1[cH:3][c:4]([CH2:5][c:6]2[nH:7][c:8](=[O:16])[c:9]([C:14]#[N:15])[c:10]([S:12][CH3:13])[n:11]2)[cH:17][cH:18][cH:19]1.[CH3:26][C:27]#[N:28].[CH:20]1([NH2:25])[CH2:21][CH2:22][CH2:23][CH2:24]1>>[CH3:1][c:2]1[cH:3][c:4]([CH2:5][c:6]2[nH:7][c:8](=[O:16])[c:9]([C:14]#[N:15])[c:10]([NH:25][CH:20]3[CH2:21][CH2:22][CH2:23][CH2:24]3)[n:11]2)[cH:17][cH:18][cH:19]1. Starting materials: [N+](=O)([O-])C=1C=C2NC(C(=NC2=CC1C(F)(F)F)C(=O)OCC)=O (ethyl 3,4-dihydro-6-nitro-3-oxo-7-trifluoromethylquinoxaline-2-carboxylate), aqueous solution, [OH-].[K+] (potassium hydroxide), O (water), Cl (hydrochloric acid). Run in C(C)O (ethanol). Product: [N+](=O)([O-])C=1C=C2NC(C(=NC2=CC1C(F)(F)F)C(=O)O)=O (3,4-Dihydro-6-nitro-3-oxo-7-trifluoromethylquinoxaline-2-carboxylic Acid). The yield is 92.9%. RXN SMILES: [N+:1]([C:4]1[CH:5]=[C:6]2[C:11](=[CH:12][C:13]=1[C:14]([F:17])([F:16])[F:15])[N:10]=[C:9]([C:18]([O:20]CC)=[O:19])[C:8](=[O:23])[NH:7]2)([O-:3])=[O:2].[OH-].[K+].O.Cl>C(O)C>[N+:1]([C:4]1[CH:5]=[C:6]2[C:11](=[CH:12][C:13]=1[C:14]([F:17])([F:16])[F:15])[N:10]=[C:9]([C:18]([OH:20])=[O:19])[C:8](=[O:23])[NH:7]2)([O-:3])=[O:2] |f:1.2|. Reported procedure: To a solution of ethyl 3,4-dihydro-6-nitro-3-oxo-7-trifluoromethylquinoxaline-2-carboxylate (120 mg, 362 μmol) in ethanol (5 ml) was added 1N aqueous solution of potassium hydroxide (724 μl, 724 μmol), and the mixture was refluxed for 1 hour. After cooling, water was added and the pH value was brought to 2 with concentrated hydrochloric acid. The precipitate was collected by filtration, washed with water and then air-dried to obtain 102 mg of the title compound as colorless powder. Yield 88%. The reactants are ester, COC(C1=C(C=CC(=C1)C=1SC=C(N1)C1=CC(=C(C=C1)Cl)Cl)Br)=O (2-bromo-5-[4-(3,4-dichloro-phenyl)-thiazol-2-yl]-benzoic acid methyl ester), COC(C1=C(C=CC(=C1)C=1SC=C(N1)C1=CC(=C(C=C1)Cl)Cl)Br)=O (2-bromo-5-[4-(3,4-dichloro-phenyl)-thiazol-2-yl]-benzoic acid methyl ester), CC=1C(=CSC1)B(O)O (4-methyl-3-thiopheneboronic acid). Yields the product ClC=1C=C(C=CC1Cl)C=1N=C(SC1)C=1C=CC(=C(C(=O)O)C1)C1=CSC=C1C (5-[4-(3,4-dichloro-phenyl)-thiazol-2-yl]-2-(4-methyl-thiophen-3-yl)-benzoic acid). Isolated yield 54.9%. RXN SMILES: C[O:2][C:3](=[O:24])[C:4]1[CH:9]=[C:8]([C:10]2[S:11][CH:12]=[C:13]([C:15]3[CH:20]=[CH:19][C:18]([Cl:21])=[C:17]([Cl:22])[CH:16]=3)[N:14]=2)[CH:7]=[CH:6][C:5]=1Br.[CH3:25][C:26]1[C:27](B(O)O)=[CH:28][S:29][CH:30]=1>>[Cl:22][C:17]1[CH:16]=[C:15]([C:13]2[N:14]=[C:10]([C:8]3[CH:7]=[CH:6][C:5]([C:27]4[C:26]([CH3:25])=[CH:30][S:29][CH:28]=4)=[C:4]([CH:9]=3)[C:3]([OH:2])=[O:24])[S:11][CH:12]=2)[CH:20]=[CH:19][C:18]=1[Cl:21]. Procedure details: Using the conditions of General Procedure B for Suzuki Coupling and Hydrolysis in Parallel Mode, 2-bromo-5-[4-(3,4-dichloro-phenyl)-thiazol-2-yl]-benzoic acid methyl ester (which may be prepared as described for Intermediate 6; 89 mg, 0.2 mmol) was reacted with and 4-methyl-3-thiopheneboronic acid (available from Combi-Blocks Inc.; 57 mg, 0.4 mmol). The resulting ester was hydrolyzed and the acid was purified to give 5-[4-(3,4-dichloro-phenyl)-thiazol-2-yl]-2-(4-methyl-thiophen-3-yl)-benzoic aci... Reactants: BrC=1C=C(C(=NC1)N)N (5-bromopyridine-2,3-diamine), ClC1=C(C(=O)O)C=C(C=C1)[N+](=O)[O-] (2-chloro-5-nitrobenzoic acid). Reaction conditions: temperature 130 celsius, time 8 hour. Yields the product BrC=1C=C2C(=NC1)N=C(N2)C2=C(C=CC(=C2)[N+](=O)[O-])Cl (6-bromo-2-(2-chloro-5-nitrophenyl)-1H-imidazo[4,5-b]pyridine). Yield: 127.6%. As a reaction SMILES: [Br:1][C:2]1[CH:3]=[C:4]([NH2:9])[C:5]([NH2:8])=[N:6][CH:7]=1.[Cl:10][C:11]1[CH:19]=[CH:18][C:17]([N+:20]([O-:22])=[O:21])=[CH:16][C:12]=1[C:13](O)=O>>[Br:1][C:2]1[CH:3]=[C:4]2[NH:9][C:13]([C:12]3[CH:16]=[C:17]([N+:20]([O-:22])=[O:21])[CH:18]=[CH:19][C:11]=3[Cl:10])=[N:8][C:5]2=[N:6][CH:7]=1. Procedure details: A mixture of 5-bromopyridine-2,3-diamine (15 g, 79.78 mmol, 1.00 equiv), 2-chloro-5-nitrobenzoic acid (17.7 g, 87.81 mmol, 1.10 equiv) in PPA (200 mL) was stirred overnight at 130° C. and then quenched by the addition of 300 mL of H2O/ice. The pH value of the mixture was adjusted to 8 with sodium carbonate and the solids were collected by filtration, washed with water and dried in an oven under reduced pressure to give 36 g (crude) of 6-bromo-2-(2-chloro-5-nitrophenyl)-1H-imidazo[4,5-b]pyridine ...